Dataset: the Open Reaction Database (ORD), a public repository of structured organic reaction records. Task: describe an organic reaction: reactants, conditions, products, and yield Reactants: Cl (HCl), C(C)N(C(=O)C1CC1)CC1=C(C=CC(=C1)C(F)(F)F)C1=C(C=CC(=C1)[C@H](C(=O)N1C(O[C@H]([C@H]1C)C1=CC=CC=C1)=O)C)OC (Cyclopropanecarboxylic acid ethyl-{2′-methoxy-5′-[(R)-1-methyl-2-((4R,5S)-4-methyl-2-oxo-5-phenyl-oxazolidin-3-yl)-2-oxo-ethyl]-4-trifluoromethyl-biphenyl-2-ylmethyl}-amide), OO (hydrogen peroxide), [OH-].[Li+] (lithium hydroxide). Solvent: C1CCOC1 (THF), O (H2O). Conditions: time 8 hour. Product: C1(CC1)C(=O)N(CC)CC1=C(C=CC(=C1)C(F)(F)F)C1=CC(=CC=C1OC)[C@H](C(=O)O)C ((R)-2-{2′-[(Cyclopropanecarbonyl-ethyl-amino)-methyl]-6-methoxy-4′-trifluoromethyl-biphenyl-3-yl}-propionic acid). Reaction SMILES: [CH2:1]([N:3]([CH2:9][C:10]1[CH:15]=[C:14]([C:16]([F:19])([F:18])[F:17])[CH:13]=[CH:12][C:11]=1[C:20]1[CH:25]=[C:24]([C@@H:26]([CH3:42])[C:27](N2[C@H](C)[C@H](C3C=CC=CC=3)OC2=O)=[O:28])[CH:23]=[CH:22][C:21]=1[O:43][CH3:44])[C:4]([CH:6]1[CH2:8][CH2:7]1)=[O:5])[CH3:2].[OH:45]O.[OH-].[Li+].Cl>C1COCC1.O>[CH:6]1([C:4]([N:3]([CH2:9][C:10]2[CH:15]=[C:14]([C:16]([F:17])([F:19])[F:18])[CH:13]=[CH:12][C:11]=2[C:20]2[C:21]([O:43][CH3:44])=[CH:22][CH:23]=[C:24]([C@@H:26]([CH3:42])[C:27]([OH:45])=[O:28])[CH:25]=2)[CH2:1][CH3:2])=[O:5])[CH2:8][CH2:7]1 |f:2.3|. Procedure: Cyclopropanecarboxylic acid ethyl-{2′-methoxy-5′-[(R)-1-methyl-2-((4R,5S)-4-methyl-2-oxo-5-phenyl-oxazolidin-3-yl)-2-oxo-ethyl]-4-trifluoromethyl-biphenyl-2-ylmethyl}-amide (0.011 g, 0.02 mmol) in THF (1 mL) and H2O (1 mL) was treated with hydrogen peroxide (30%; 0.004 mL, 0.04 mmol) and lithium hydroxide (0.002 g, 0.04 mmol), and the reaction was stirred overnight at room temperature. The mixture was acidified to pH 3-4 with 1N aqueous HCl and extracted three times with EtOAc. The combined orga... Starting materials: O=C1CCC(=O)N1Br, CCCCCn1c2nc[nH]c2c(=O)n2c(C(F)(F)F)nnc12, C1CCOC1. Product: CCCCCn1c2nc(Br)[nH]c2c(=O)n2c(C(F)(F)F)nnc12. As a reaction SMILES: [Br:23][N:24]1[C:25](=[O:26])[CH2:27][CH2:28][C:29]1=[O:30].[CH2:1]([CH2:2][CH2:3][CH2:4][CH3:5])[n:6]1[c:7]2[n:8]([c:9](=[O:15])[c:10]3[nH:11][cH:12][n:13][c:14]13)[c:16]([C:19]([F:20])([F:21])[F:22])[n:17][n:18]2.[O:31]1[CH2:32][CH2:33][CH2:34][CH2:35]1>>[CH2:1]([CH2:2][CH2:3][CH2:4][CH3:5])[n:6]1[c:7]2[n:8]([c:9](=[O:15])[c:10]3[nH:11][c:12]([Br:23])[n:13][c:14]13)[c:16]([C:19]([F:20])([F:21])[F:22])[n:17][n:18]2. The reactants are N1=CC=C(C=C1)CCCCN1CC2CNCC(C1)O2 (3-[4-(4-Pyridinyl)butyl]-9-oxa-3,7-diazabicyclo[3.3.1]nonane), BrCCNC(OC(C)(C)C)=O (tert-butyl 2-bromoethylcarbamate), C(=O)([O-])[O-].[K+].[K+] (K2CO3). Run in CC#N (CH3CN). Conditions: temperature 50 celsius, time 8 hour. Product: N1=CC=C(C=C1)CCCCN1CC2CN(CC(C1)O2)CCNC(OC(C)(C)C)=O (tert-Butyl 2-{7-[4-(4-pyridinyl)butyl]-9-oxa-3,7-diazabicyclo[3.3.1]non-3-yl}ethylcarbamate). The yield is 51.0%. Reaction SMILES: [N:1]1[CH:6]=[CH:5][C:4]([CH2:7][CH2:8][CH2:9][CH2:10][N:11]2[CH2:18][CH:17]3[O:19][CH:13]([CH2:14][NH:15][CH2:16]3)[CH2:12]2)=[CH:3][CH:2]=1.Br[CH2:21][CH2:22][NH:23][C:24](=[O:30])[O:25][C:26]([CH3:29])([CH3:28])[CH3:27].C([O-])([O-])=O.[K+].[K+]>CC#N>[N:1]1[CH:6]=[CH:5][C:4]([CH2:7][CH2:8][CH2:9][CH2:10][N:11]2[CH2:18][CH:17]3[O:19][CH:13]([CH2:14][N:15]([CH2:21][CH2:22][NH:23][C:24](=[O:30])[O:25][C:26]([CH3:29])([CH3:28])[CH3:27])[CH2:16]3)[CH2:12]2)=[CH:3][CH:2]=1 |f:2.3.4|. Procedure: 3-[4-(4-Pyridinyl)butyl]-9-oxa-3,7-diazabicyclo[3.3.1]nonane (0.25 g, 0.96 mmol, from step (ii) above), tert-butyl 2-bromoethylcarbamate (0.26 g, 0.98 mmol, see Preparation R above) and K2CO3 (0.4 g, 2.9 mmol) were mixed in CH3CN (10 mL) and stirred at 50° C. overnight. The reaction mixture was filtered, evaporated and purified by chromatography on silica (DCM:6% MeOH (satd. with NH3)). Additional purification by extraction with ether:KHSO4, basification of the organic phase and extraction with ...